This data is from the Open Reaction Database (ORD), a public repository of structured organic reaction records. The task is: describe an organic reaction: reactants, conditions, products, and yield Reactants: NC1=C(C(=NS1)C(C)(C)C)C#N (5-amino-3-tert-butyl- 4-cyanoisothiazole), [Cl-].ClC(=[N+](C)C)Cl (N-(dichloromethylene)-N,N-dimethylammonium chloride). The solvent is ClCCl (dichloromethane). Product: C(C)(C)(C)C1=NSC(=C1C#N)N=C(N(C)C)Cl (N'-(3-tert-butyl-4 -cyano-5-isothiazolyl)-N,N-dimethylchloroformamidine). Yield: 67.7%. Reaction SMILES: [NH2:1][C:2]1[S:6][N:5]=[C:4]([C:7]([CH3:10])([CH3:9])[CH3:8])[C:3]=1[C:11]#[N:12].[Cl-].[Cl:14][C:15](Cl)=[N+:16]([CH3:18])[CH3:17]>ClCCl>[C:7]([C:4]1[C:3]([C:11]#[N:12])=[C:2]([N:1]=[C:15]([Cl:14])[N:16]([CH3:18])[CH3:17])[S:6][N:5]=1)([CH3:9])([CH3:8])[CH3:10] |f:1.2|. Procedure details: In the manner of Example VI, 9.1 g of 5-amino-3-tert-butyl- 4-cyanoisothiazole and 9.8 g of N-(dichloromethylene)-N,N-dimethylammonium chloride were allowed to react in 50 ml of dichloromethane. The volatile materials were evaporated under reduced pressure. The residue was recrystallized from hexane to give 9.2 g of N'-(3-tert-butyl-4 -cyano-5-isothiazolyl)-N,N-dimethylchloroformamidine, mp 94°-100°. The ir and nmr spectra were consistent with the assigned structures. The reactants are C(#N)N=C(N)N (Dicyandiamide), NS(=O)(=O)O (sulfaminic acid). Solvent: O (water). Reaction conditions: temperature 95 celsius, time 15 minute. The product is S(N)(O)(=O)=O.C(N)(=N)NC(=O)N (guanylurea sulfamate). Isolated yield 181.9%. RXN SMILES: [C:1]([N:3]=[C:4]([NH2:6])[NH2:5])#[N:2].[NH2:7][S:8]([OH:11])(=[O:10])=[O:9]>O>[S:8](=[O:10])(=[O:9])([OH:11])[NH2:7].[C:4]([NH:3][C:1]([NH2:2])=[O:9])(=[NH:6])[NH2:5] |f:3.4|. Procedure: Dicyandiamide (84 g) was suspended in 80 ml of water and reacted successively with 97 g sulfaminic acid at 80° C. in such manner that the temperature of 95° C. was not exceeded. The reaction mixture was agitated for another 15 minutes at 95° C. Then the solution was rapidly cooled to 0° C.-5° C., and the resultant colorless crystals were drawn off and washed with 100 ml ethanol. After drying, 181 g (91%) guanylurea sulfamate was obtained. Reactants: N1CCC(CC1)C1=CC(=C2C(=NC=NN21)N)C=2C=CC1=CN(N=C1C2)CC=2C=NC=CC2 (7-piperidin-4-yl-5-[2-(pyridin-3-ylmethyl)-2H-indazol-6-yl]pyrrolo[2,1-f][1,2,4]triazin-4-amine), [Cl-] (chloride), ClCC(=O)N(C)C (2-chloro-N,N-dimethylacetamide). The product is NC1=NC=NN2C1=C(C=C2C2CCN(CC2)C(=O)N(C)C)C=2C=CC1=CN(N=C1C2)CC=2C=NC=CC2 (4-{4-amino-5-[2-(pyridin-3-ylmethyl)-2H-indazol-6-yl]pyrrolo[2,1-f][1,2,4]triazin-7-yl}-N,N-dimethylpiperidine-1-carboxamide). The yield is 65.0%. Reaction SMILES: [NH:1]1[CH2:6][CH2:5][CH:4]([C:7]2[N:15]3[C:10]([C:11]([NH2:16])=[N:12][CH:13]=[N:14]3)=[C:9]([C:17]3[CH:18]=[CH:19][C:20]4[C:24]([CH:25]=3)=[N:23][N:22]([CH2:26][C:27]3[CH:28]=[N:29][CH:30]=[CH:31][CH:32]=3)[CH:21]=4)[CH:8]=2)[CH2:3][CH2:2]1.[Cl-].ClC[C:36]([N:38]([CH3:40])[CH3:39])=[O:37]>>[NH2:16][C:11]1[C:10]2=[C:9]([C:17]3[CH:18]=[CH:19][C:20]4[C:24]([CH:25]=3)=[N:23][N:22]([CH2:26][C:27]3[CH:28]=[N:29][CH:30]=[CH:31][CH:32]=3)[CH:21]=4)[CH:8]=[C:7]([CH:4]3[CH2:3][CH2:2][N:1]([C:36]([N:38]([CH3:40])[CH3:39])=[O:37])[CH2:6][CH2:5]3)[N:15]2[N:14]=[CH:13][N:12]=1. Procedure details: In a manner similar to the procedure described for Example 369 and using 7-piperidin-4-yl-5-[2-(pyridin-3-ylmethyl)-2H-indazol-6-yl]pyrrolo[2,1-f][1,2,4]triazin-4-amine and substituting dimethylcarbamyll chloride for 2-chloro-N,N-dimethylacetamide as starting material, 50 mg (65%) of the desired product was isolated. 1H NMR (400 MHz, CD3OD) δ 8.57 (s, 1 H) 8.49 (d, 1 H) 8.43 (s, 1 H) 7.75-7.80 (m, 3 H) 7.63 (s, 1 H) 7.42 (dd, 1 H) 7.21 (d, 1 H) 6.56 (s, 1 H) 5.71 (s, 2 H) 3.76 (d, 2 H) 3.34 (m, ... The reactants are C(C)OC(C=C[C@H]([C@@H](C=1OC=CC1)N(C)C(=O)OC(C)(C)C)C)=O ((4R,5S)-5-(tert-Butoxycarbonyl-methyl-amino)-5-furan-2-yl-4-methyl-pent-2-enoic acid ethyl ester). Reagents/catalysts: [Pd] (Pd/C). Solvent: C(C)(=O)OCC (ethyl acetate). Reaction conditions: time 1 hour. Yields the product C(C)OC(CC[C@H]([C@@H](C=1OC=CC1)N(C)C(=O)OC(C)(C)C)C)=O ((4R,5S)-5-(tert-Butoxycarbonyl-methyl-amino)-5-furan-2-yl-4-methyl-pentanoic acid ethyl ester). Isolated yield 99.1%. Reaction SMILES: [CH2:1]([O:3][C:4](=[O:24])[CH:5]=[CH:6][C@@H:7]([CH3:23])[C@H:8]([N:14]([C:16]([O:18][C:19]([CH3:22])([CH3:21])[CH3:20])=[O:17])[CH3:15])[C:9]1[O:10][CH:11]=[CH:12][CH:13]=1)[CH3:2]>C(OCC)(=O)C.[Pd]>[CH2:1]([O:3][C:4](=[O:24])[CH2:5][CH2:6][C@@H:7]([CH3:23])[C@H:8]([N:14]([C:16]([O:18][C:19]([CH3:22])([CH3:21])[CH3:20])=[O:17])[CH3:15])[C:9]1[O:10][CH:11]=[CH:12][CH:13]=1)[CH3:2]. Reported procedure: To a solution of 2.12c (360 mg, 1.07 mmol) in ethyl acetate (5 mL) was added Pd/C (5% on charcoal, 114 mg, 0.107 mmol) and the resulting mixture was stirred under 1 atm of H2 for 1 hour. The solid was then removed by filtration and the filtrate was concentrated in vacuo to afford 2.12d (360 mg) which was used in the next step without further purification. MS m/z (M+23) 362.3. 1H NMR (400 MHz, CDCl3) δ ppm 0.91-0.97 (m, 3H) 1.24 (t, J=7.16 Hz, 3H) 1.36-1.47 (m, 7H) 1.47-1.52 (m, 5H) 1.52-1.57 (m,... Reactants: ON1C(CCC1=O)=O (N-hydroxysuccinimide), C1(CCC1)O (Cyclobutanol), CN(C1=CC=CC=C1)C (N,N-Dimethylaniline), ClC(Cl)(OC(OC(Cl)(Cl)Cl)=O)Cl (triphosgene). Run in C(Cl)Cl (CH2Cl2), O (H2O), C1CCOC1 (THF), C(Cl)Cl (CH2Cl2). Run at temperature 10 celsius, time 10 minute. The product is C(OC1CCC1)(ON1C(CCC1=O)=O)=O (cyclobutyl 2,5-dioxopyrrolidin-1-yl carbonate). The yield is 16.9%. As a reaction SMILES: [CH:1]1([OH:5])[CH2:4][CH2:3][CH2:2]1.CN(C)C1C=CC=CC=1.ClC(Cl)(O[C:19](=[O:25])[O:20]C(Cl)(Cl)Cl)Cl.O[N:28]1[C:32](=[O:33])[CH2:31][CH2:30][C:29]1=[O:34]>C1COCC1.C(Cl)Cl.O>[C:19](=[O:25])([O:20][N:28]1[C:32](=[O:33])[CH2:31][CH2:30][C:29]1=[O:34])[O:5][CH:1]1[CH2:4][CH2:3][CH2:2]1. Procedure details: Cyclobutanol (2 g, 27.7 mmol) and N,N-Dimethylaniline (3.69 g, 30.5 mmol) were slowly added to a mixture of triphosgene (8.22 g, 27.7 mmol, 1 eq) in dry THF (20 mL) at 0° C. After 10 minutes, the reaction was warmed to 10° C. and stirred for 12 hour. Dry CH2Cl2 (20 mL) was added and the mixture was poured slowly into a solution of N-hydroxysuccinimide (4.14 g, 36 mmol) in dry CH2Cl2 (20 mL) at 0° C. The mixture was stirred at 10° C. for 10 hours. H2O (20 mL) was added and the mixture was stirred... The reactants are ClC(=O)N1C2=C(NC(C3=C1C=CC=C3)=O)C=CC=C2 (5-(chlorocarbonyl)-5,10-dihydro-11H-dibenzo[b,e][1,4]diazepin-11-one), C(C)N(CC)CC1N(CCCC1)CCN (2-[2-[(diethylamino)methyl]-piperidin-1-yl]-ethanamine), C(C)(C)OC(C)C (diisopropylether). The product is C(C)N(CC)CC1N(CCCC1)CCNC(=O)N1C2=C(NC(C3=C1C=CC=C3)=O)C=CC=C2 (5-[[[2-[2-[(Diethylamino)methy]-piperidin-1-yl]ethyl]amino]carbonyl]-5,10-dihydro-11H-dibenzo[b,e][1,4]-diazepin-11-one). Isolated yield 74.0%. As a reaction SMILES: Cl[C:2]([N:4]1[C:10]2[CH:11]=[CH:12][CH:13]=[CH:14][C:9]=2[C:8](=[O:15])[NH:7][C:6]2[CH:16]=[CH:17][CH:18]=[CH:19][C:5]1=2)=[O:3].[CH2:20]([N:22]([CH2:25][CH:26]1[CH2:31][CH2:30][CH2:29][CH2:28][N:27]1[CH2:32][CH2:33][NH2:34])[CH2:23][CH3:24])[CH3:21].C(OC(C)C)(C)C>>[CH2:20]([N:22]([CH2:25][CH:26]1[CH2:31][CH2:30][CH2:29][CH2:28][N:27]1[CH2:32][CH2:33][NH:34][C:2]([N:4]1[C:10]2[CH:11]=[CH:12][CH:13]=[CH:14][C:9]=2[C:8](=[O:15])[NH:7][C:6]2[CH:16]=[CH:17][CH:18]=[CH:19][C:5]1=2)=[O:3])[CH2:23][CH3:24])[CH3:21]. Procedure details: Prepared analogously to Example 2 from 5-(chlorocarbonyl)-5,10-dihydro-11H-dibenzo[b,e][1,4]diazepin-11-one and 2-[2-[(diethylamino)methyl]-piperidin-1-yl]-ethanamine in a yield of 74% of theory. Colourless crystals, m.p. 123°-125° C. (diisopropylether).